This data is from the Open Reaction Database (ORD), a public repository of structured organic reaction records. The task is: describe an organic reaction: reactants, conditions, products, and yield Yields the product O=C1N=C(SC2=C1C=CC=C2)C2=CC=CC(=N2)CCC(=O)N2C(CCC2)C(=O)OC(C)(C)C (tert-Butyl 1-{3-[6-(4-oxo-4H-1,3-benzothiazin-2-yl)-2-pyridyl]propanoyl}-2-pyrrolidinecarboxylate). Reported procedure: 3-[6-(4-oxo-4H-1,3-benzothiazin-2-yl)-2-pyridyl]propionic acid (0.25 g, 0.80 mmol) was dissolved in N,N-dimethylformamide (3 ml), and proline tert-butyl ester (0.15 g, 0.88 mmol), WSC (0.31 g, 1.6 mmol) and HOBt (0.22 g, 1.6 mmol) were successively added thereto. The reaction mixture was stirred for 18 hrs, concentrated under reduced pressure and combined with ethyl acetate and water. The organic layer was washed with saturated brine and dried over magnesium sulfate. The solvent was evaporated, ... Conditions: time 18 hour. As a reaction SMILES: [O:1]=[C:2]1[C:7]2[CH:8]=[CH:9][CH:10]=[CH:11][C:6]=2[S:5][C:4]([C:12]2[N:17]=[C:16]([CH2:18][CH2:19][C:20](O)=[O:21])[CH:15]=[CH:14][CH:13]=2)=[N:3]1.[C:23]([O:27][C:28](=[O:34])[C@@H:29]1[CH2:33][CH2:32][CH2:31][NH:30]1)([CH3:26])([CH3:25])[CH3:24].CCN=C=NCCCN(C)C.C1C=CC2N(O)N=NC=2C=1>CN(C)C=O>[O:1]=[C:2]1[C:7]2[CH:8]=[CH:9][CH:10]=[CH:11][C:6]=2[S:5][C:4]([C:12]2[N:17]=[C:16]([CH2:18][CH2:19][C:20]([N:30]3[CH2:31][CH2:32][CH2:33][CH:29]3[C:28]([O:27][C:23]([CH3:26])([CH3:24])[CH3:25])=[O:34])=[O:21])[CH:15]=[CH:14][CH:13]=2)=[N:3]1. The reactants are C(C)(C)(C)OC([C@H]1NCCC1)=O (proline tert-butyl ester), CCN=C=NCCCN(C)C (WSC), C=1C=CC2=C(C1)N=NN2O (HOBt), O=C1N=C(SC2=C1C=CC=C2)C2=CC=CC(=N2)CCC(=O)O (3-[6-(4-oxo-4H-1,3-benzothiazin-2-yl)-2-pyridyl]propionic acid). Solvent: CN(C=O)C (N,N-dimethylformamide). Yield: 77.9%. Reactants: C1CCOC1, CCOC(=O)CCS(=O)(=O)Cc1ccc(NC(=O)c2cc(N(CC3CC3)C3CCCCC3)ncn2)cc1, Cl. The product is O=C(O)CCS(=O)(=O)Cc1ccc(NC(=O)c2cc(N(CC3CC3)C3CCCCC3)ncn2)cc1. As a reaction SMILES: [CH2:39]1[O:40][CH2:41][CH2:42][CH2:43]1.[CH:1]1([N:7]([c:8]2[cH:9][c:10]([C:14](=[O:15])[NH:16][c:17]3[cH:18][cH:19][c:20]([CH2:21][S:22](=[O:23])(=[O:24])[CH2:25][CH2:26][C:27](=[O:28])[O:29][CH2:30][CH3:31])[cH:32][cH:33]3)[n:11][cH:12][n:13]2)[CH2:34][CH:35]2[CH2:36][CH2:37]2)[CH2:2][CH2:3][CH2:4][CH2:5][CH2:6]1.[ClH:38]>>[CH:1]1([N:7]([c:8]2[cH:9][c:10]([C:14](=[O:15])[NH:16][c:17]3[cH:18][cH:19][c:20]([CH2:21][S:22](=[O:23])(=[O:24])[CH2:25][CH2:26][C:27](=[O:28])[OH:29])[cH:32][cH:33]3)[n:11][cH:12][n:13]2)[CH2:34][CH:35]2[CH2:36][CH2:37]2)[CH2:2][CH2:3][CH2:4][CH2:5][CH2:6]1. Reactants: CCCBr, O=C([O-])[O-], CCOC(=O)c1cc2c(-c3ccc(O)cc3C)nc(N)nc2s1, [K+], [K+], CN(C)C=O. The product is CCCOc1ccc(-c2nc(N)nc3sc(C(=O)OCC)cc23)c(C)c1. As a reaction SMILES: [Br:1][CH2:2][CH2:3][CH3:4].[C:28](=[O:29])([O-:30])[O-:31].[CH2:5]([CH3:6])[O:7][C:8](=[O:9])[c:10]1[cH:11][c:12]2[c:13]([n:14][c:15]([NH2:26])[n:16][c:17]2-[c:18]2[c:19]([CH3:25])[cH:20][c:21]([OH:24])[cH:22][cH:23]2)[s:27]1.[K+:32].[K+:33].[O:34]=[CH:35][N:36]([CH3:37])[CH3:38]>>[CH2:2]([CH2:3][CH3:4])[O:24][c:21]1[cH:20][c:19]([CH3:25])[c:18](-[c:17]2[c:12]3[cH:11][c:10]([C:8]([O:7][CH2:5][CH3:6])=[O:9])[s:27][c:13]3[n:14][c:15]([NH2:26])[n:16]2)[cH:23][cH:22]1. The reactants are Cc1cccc(C)c1N, Cl, Cc1ccc(S(=O)(=O)Cl)cc1, c1ccncc1. The product is Cc1ccc(S(=O)(=O)Nc2c(C)cccc2C)cc1. RXN SMILES: [CH3:1][c:2]1[cH:3][cH:4][cH:5][c:6]([CH3:7])[c:8]1[NH2:9].[ClH:21].[c:10]1([CH3:20])[cH:11][cH:12][c:13]([S:16](=[O:17])(=[O:18])[Cl:19])[cH:14][cH:15]1.[cH:22]1[cH:23][cH:24][n:25][cH:26][cH:27]1>>[CH3:1][c:2]1[cH:3][cH:4][cH:5][c:6]([CH3:7])[c:8]1[NH:9][S:16]([c:13]1[cH:12][cH:11][c:10]([CH3:20])[cH:15][cH:14]1)(=[O:17])=[O:18]. Starting materials: O=C([O-])[O-], O=C(NC(=S)NCCSCc1c[nH]cn1)c1ccccc1, CC(C)O, [K+], [K+], O. The product is NC(=S)NCCSCc1c[nH]cn1. Reaction SMILES: [C:26](=[O:27])([O-:28])[O-:29].[C:5](=[O:6])([c:7]1[cH:8][cH:9][cH:10][cH:11][cH:12]1)[NH:13][C:14](=[S:15])[NH:16][CH2:17][CH2:18][S:19][CH2:20][c:21]1[n:22][cH:23][nH:24][cH:25]1.[CH:1]([OH:2])([CH3:3])[CH3:4].[K+:30].[K+:31].[OH2:32]>>[NH2:13][C:14](=[S:15])[NH:16][CH2:17][CH2:18][S:19][CH2:20][c:21]1[n:22][cH:23][nH:24][cH:25]1. Starting materials: ClC1=C(C=C2C(C(=CNC2=C1)C(=O)OCC)=O)F (7-chloro-3-ethoxycarbonyl-6-fluoro-4-oxo-1,4-dihydro-quinoline), C([O-])([O-])=O.[K+].[K+] (potassium carbonate), BrCCO (2-bromo-ethanol). The solvent is CN(C)C=O (DMF). Reaction conditions: temperature 110 celsius. Product: ClC1=C(C=C2C(C(=CN(C2=C1)CCO)C(=O)OCC)=O)F (7-chloro-6-fluoro-3-ethoxycarbonyl-1-(2-hydroxyethyl)-4-oxo-1,4-dihydroquinoline). Yield: 67.0%. RXN SMILES: [Cl:1][C:2]1[CH:11]=[C:10]2[C:5]([C:6](=[O:17])[C:7]([C:12]([O:14][CH2:15][CH3:16])=[O:13])=[CH:8][NH:9]2)=[CH:4][C:3]=1[F:18].C(=O)([O-])[O-].[K+].[K+].Br[CH2:26][CH2:27][OH:28]>CN(C=O)C>[Cl:1][C:2]1[CH:11]=[C:10]2[C:5]([C:6](=[O:17])[C:7]([C:12]([O:14][CH2:15][CH3:16])=[O:13])=[CH:8][N:9]2[CH2:26][CH2:27][OH:28])=[CH:4][C:3]=1[F:18] |f:1.2.3|. Procedure: A solution of 8.1 g of 7-chloro-3-ethoxycarbonyl-6-fluoro-4-oxo-1,4-dihydro-quinoline and 8.2 g of potassium carbonate in 70 cm3 of DMF was agitated and heated at 110° C. for 1 hour. After cooling to 60° C., 15 of 2-bromo-ethanol were added to the reaction mixture and it was agitated and heated at 110° C. for 4 hours. After evaporation of the solvent under reduced pressure, 100 cm3 of water were added to the residue and the aqueous mixture was extracted with chloroform (4×100 cm3). The combined ...